Dataset: the Open Reaction Database (ORD), a public repository of structured organic reaction records. Task: describe an organic reaction: reactants, conditions, products, and yield The reactants are ClC1=CC=C(C=C1)NC(=O)N (p-chlorophenylurea), C1(=CC=CC=C1)P(OC1=CC=CC=C1)C1=CC=CC=C1 (phenyl diphenylphosphinite), C(CCC)=O (n-butyraldehyde), 31P. Run in 150g, C1(=CC=CC=C1)C (toluene). The product is C1(=CC=CC=C1)P(C(CCC)NC(=O)NC1=CC=C(C=C1)Cl)(C1=CC=CC=C1)=O (Diphenyl {1-[3-(4-chlorophenyl)ureido]butyl}phosphine oxide). As a reaction SMILES: [Cl:1][C:2]1[CH:7]=[CH:6][C:5]([NH:8][C:9]([NH2:11])=[O:10])=[CH:4][CH:3]=1.[C:12]1([P:18]([C:26]2[CH:31]=[CH:30][CH:29]=[CH:28][CH:27]=2)[O:19]C2C=CC=CC=2)[CH:17]=[CH:16][CH:15]=[CH:14][CH:13]=1.[CH:32](=O)[CH2:33][CH2:34][CH3:35]>C1(C)C=CC=CC=1>[C:26]1([P:18](=[O:19])([C:12]2[CH:13]=[CH:14][CH:15]=[CH:16][CH:17]=2)[CH:32]([NH:11][C:9]([NH:8][C:5]2[CH:4]=[CH:3][C:2]([Cl:1])=[CH:7][CH:6]=2)=[O:10])[CH2:33][CH2:34][CH3:35])[CH:27]=[CH:28][CH:29]=[CH:30][CH:31]=1. Reported procedure: A mixture of 0.15 mole each of p-chlorophenylurea, phenyl diphenylphosphinite, and n-butyraldehyde in 150g of toluene is warmed at reflux for 5.5 hr, giving a reaction mixture having a 31P nmr signal only at 3136.8 ppm. When the toluene is removed at reduced pressure, the residue solidifies. Recrystallization of a portion from benzene gives a white solid: mp 275°-278° C; 31P nmr -37.4 ppm; 1H nmr δ9.1 (s, 1, NHC6H4Cl), 6.4-8.1 (m, 15, aryl and CHNH), 5.1 (m, 1, PCH), 0.6-2.0 (m, 7, CH2CH2CH3). Starting materials: CC(=O)[O-], CC(=O)[O-], CC(=O)OC(C)=O, CO, CCN(C(C)C)C(C)C, O=C[O-], [Cl-], ClCCl, Cc1ccc(S(=O)(=O)n2cc(I)c3c(C=O)ccnc32)cc1, [Li+], [Li+], CN(C)C=O, O, [Pd+2]. Yields the product Cc1ccc(S(=O)(=O)n2cc(C(=O)O)c3c(C=O)ccnc32)cc1. Reaction SMILES: [C:51]([O-:52])(=[O:53])[CH3:54].[C:56]([O-:57])(=[O:58])[CH3:59].[CH3:30][C:31]([O:32][C:33](=[O:34])[CH3:35])=[O:36].[CH3:46][OH:47].[CH:37]([N:38]([CH2:39][CH3:40])[CH:41]([CH3:42])[CH3:43])([CH3:44])[CH3:45].[CH:4](=[O:5])[O-:6].[Cl-:2].[Cl:48][CH2:49][Cl:50].[I:8][c:9]1[cH:10][n:11]([S:20](=[O:21])(=[O:22])[c:23]2[cH:24][cH:25][c:26]([CH3:27])[cH:28][cH:29]2)[c:12]2[n:13][cH:14][cH:15][c:16]([CH:18]=[O:19])[c:17]12.[Li+:1].[Li+:7].[O:60]=[CH:61][N:62]([CH3:63])[CH3:64].[OH2:3].[Pd+2:55]>>[C:4](=[O:5])([OH:6])[c:9]1[cH:10][n:11]([S:20](=[O:21])(=[O:22])[c:23]2[cH:24][cH:25][c:26]([CH3:27])[cH:28][cH:29]2)[c:12]2[n:13][cH:14][cH:15][c:16]([CH:18]=[O:19])[c:17]12. The reactants are S1C(=CC=C1)C1=NN=NN1CC(=O)O ([5-(2-thienyl)tetrazol-1-yl] acetic acid), S(O)(O)(=O)=O (sulfuric acid), C(CO)O (ethylene glycol), ice water. Conditions: temperature 90 celsius, time 2.5 hour. Product: OCCOC(CN1N=NN=C1C=1SC=CC1)=O ([5-(2-thienyl)tetrazol-1-yl] acetic acid 2-hydroxyethyl ester). Yield: 88.5%. As a reaction SMILES: [S:1]1[CH:5]=[CH:4][CH:3]=[C:2]1[C:6]1[N:10]([CH2:11][C:12]([OH:14])=[O:13])[N:9]=[N:8][N:7]=1.S(=O)(=O)(O)O.[CH2:20](O)[CH2:21][OH:22]>>[OH:22][CH2:21][CH2:20][O:13][C:12](=[O:14])[CH2:11][N:10]1[C:6]([C:2]2[S:1][CH:5]=[CH:4][CH:3]=2)=[N:7][N:8]=[N:9]1. Procedure: To a solution of a 1 g (4.7 mM) of [5-(2-thienyl)tetrazol-1-yl] acetic acid in 5 ml of ethylene glycol was added 0.5 ml of sulfuric acid. After the addition, the mixture was stirred at 90° C. for 2.5 hrs. The mixture was then poured into ice-water and extracted with ethyl acetate. The organic phase was washed with water, dried over anhydrous magnesium sulfate and then concentrated under reduced pressure. The resultant residue was subjected to silica gel column chromatography (eluent: chloroform/...